This data is from the Open Reaction Database (ORD), a public repository of structured organic reaction records. The task is: describe an organic reaction: reactants, conditions, products, and yield Reactants: C(C)(C)(C)C=1C(=C2C=C(C=NC2=C(C1)C=1C(=NC(N(C1)C)=O)OC)N1C[C@H](CC1)CNS(=O)(=O)C)OC ((S)-N-((1-(6-tert-butyl-5-methoxy-8-(4-methoxy-1-methyl-2-oxo-1,2-dihydropyrimidin-5-yl)quinolin-3-yl)pyrrolidin-3-yl)methyl)methanesulfonamide), Br (HBr). Run in CC(=O)O (HOAc). Yields the product C(C)(C)(C)C=1C(=C2C=C(C=NC2=C(C1)C=1C(NC(N(C1)C)=O)=O)N1C[C@H](CC1)CNS(=O)(=O)C)OC (N—{(S)-1-[6-tert-Butyl-5-methoxy-8-(1-methyl-2,4-dioxo-1,2,3,4-tetrahydro-pyrimidin-5-yl)-quinolin-3-yl]-pyrrolidin-3-ylmethyl}-methanesulfonamide). Reaction SMILES: [C:1]([C:5]1[C:6]([O:36][CH3:37])=[C:7]2[C:12](=[C:13]([C:15]3[C:16]([O:23]C)=[N:17][C:18](=[O:22])[N:19]([CH3:21])[CH:20]=3)[CH:14]=1)[N:11]=[CH:10][C:9]([N:25]1[CH2:29][CH2:28][C@H:27]([CH2:30][NH:31][S:32]([CH3:35])(=[O:34])=[O:33])[CH2:26]1)=[CH:8]2)([CH3:4])([CH3:3])[CH3:2].Br>CC(O)=O>[C:1]([C:5]1[C:6]([O:36][CH3:37])=[C:7]2[C:12](=[C:13]([C:15]3[C:16](=[O:23])[NH:17][C:18](=[O:22])[N:19]([CH3:21])[CH:20]=3)[CH:14]=1)[N:11]=[CH:10][C:9]([N:25]1[CH2:29][CH2:28][C@H:27]([CH2:30][NH:31][S:32]([CH3:35])(=[O:34])=[O:33])[CH2:26]1)=[CH:8]2)([CH3:4])([CH3:2])[CH3:3]. Reported procedure: step 3—A 10 mL screw-capped tube was charged with 122 (0.021 g, 39.6 μmol), HBr (16.0 mg, 10.8 μL, 198 μmol) and HOAc. After 4 h the reaction mixture was poured into satd. aq. NaHCO3 (50 mL) and extracted with EtOAc (3×20 mL). The organic extract was dried (Na2SO4), filtered and evaporated to 0.020 g (98%) of I-40 as a yellow solid. The reactants are C1(=CC=CC2=CC=CC=C12)O (1-naphthol), C1(=CC=C(C=C1)S(=O)(=O)OCC(F)(F)F)C (2,2,2-trifluoroethyl p-toluenesulfonate), C([O-])([O-])=O.[K+].[K+] (potassium carbonate), CS(=O)C (dimethyl sulfoxide). The solvent is C1(=CC=CC=C1)C (toluene), O (water). Run at temperature 100 celsius, time 12 hour. Product: FC(COC1=CC=CC2=CC=CC=C12)(F)F (1-(2,2,2-trifluoroethoxy)naphthalene). Isolated yield 78.7%. RXN SMILES: [C:1]1([OH:11])[C:10]2[C:5](=[CH:6][CH:7]=[CH:8][CH:9]=2)[CH:4]=[CH:3][CH:2]=1.C1(C)C=CC(S(O[CH2:22][C:23]([F:26])([F:25])[F:24])(=O)=O)=CC=1.C(=O)([O-])[O-].[K+].[K+].CS(C)=O>C1(C)C=CC=CC=1.O>[F:24][C:23]([F:26])([F:25])[CH2:22][O:11][C:1]1[C:10]2[C:5](=[CH:6][CH:7]=[CH:8][CH:9]=2)[CH:4]=[CH:3][CH:2]=1 |f:2.3.4|. Procedure details: In a nitrogen atmosphere, a suspension of 34 g of 1-naphthol, 40 g of 2,2,2-trifluoroethyl p-toluenesulfonate, 33 g of potassium carbonate, and 80 g of dimethyl sulfoxide was heated and stirred at 100° C. for 12 hours. After cooling, 100 g of water and 200 g of toluene were added to the suspension, after which an organic layer was taken out. It was washed 5 times with 100 g of 5 wt % sodium hydroxide aqueous solution, then 4 times with 100 g of water. The organic layer was concentrated, obtainin... Reactants: COc1ccc(Br)c(C(=O)O)c1, Cc1ccccc1-n1nc(C(C)(C)C)cc1N, O=C([O-])[O-], CC(=O)[O-], CC(=O)[O-], CC(=O)O, [Cu+2], [K+], [K+], CN(C)C=O. The product is COc1ccc(Nc2cc(C(C)(C)C)nn2-c2ccccc2C)c(C(=O)O)c1. RXN SMILES: [Br:18][c:19]1[c:20]([C:21](=[O:22])[OH:23])[cH:24][c:25]([O:28][CH3:29])[cH:26][cH:27]1.[C:1]([CH3:2])([CH3:3])([CH3:4])[c:5]1[n:6][n:7](-[c:11]2[c:12]([CH3:17])[cH:13][cH:14][cH:15][cH:16]2)[c:8]([NH2:10])[cH:9]1.[C:30](=[O:31])([O-:32])[O-:33].[C:45]([O-:46])(=[O:47])[CH3:48].[C:50]([O-:51])(=[O:52])[CH3:53].[CH3:36][C:37](=[O:38])[OH:39].[Cu+2:49].[K+:34].[K+:35].[O:40]=[CH:41][N:42]([CH3:43])[CH3:44]>>[C:1]([CH3:2])([CH3:3])([CH3:4])[c:5]1[n:6][n:7](-[c:11]2[c:12]([CH3:17])[cH:13][cH:14][cH:15][cH:16]2)[c:8]([NH:10][c:19]2[c:20]([C:21](=[O:22])[OH:23])[cH:24][c:25]([O:28][CH3:29])[cH:26][cH:27]2)[cH:9]1. Reactants: [C@@H]1([C@@H](CC1)C(=O)Cl)C(=O)Cl (trans-1,2-cyclobutanedicarboxylic acid dichloride), [BH4-].[Na+] (sodium borohydride), O (water), [Cl-].[Na+] (sodium chloride), O (water), O1CCCC1 (tetrahydrofuran). The solvent is C(C)OCC (diethyl ether), C(C)O (ethyl alcohol). Run at temperature -15 celsius, time 30 minute. Yields the product OC[C@H]1[C@@H](CCC1)CO (trans-1,2-dihydroxymethylcyclopentane). Reaction SMILES: [C@@H:1]1([C:8](Cl)=[O:9])[CH2:4][CH2:3][C@H:2]1[C:5](Cl)=[O:6].[BH4-].[Na+].O.[Cl-].[Na+].O1CCC[CH2:17]1>C(O)C.C(OCC)C>[OH:9][CH2:8][C@@H:1]1[CH2:4][CH2:3][CH2:17][C@H:2]1[CH2:5][OH:6] |f:1.2,4.5|. Procedure: A solution of 20 g of trans-1,2-cyclobutanedicarboxylic acid dichloride in 40 ml of tetrahydrofuran is carefully instilled at -15° C. in a solution of 8.4 g of sodium borohydride in 280 ml of ethyl alcohol. After completion of the gas generation it is stirred for 30 minutes at -15° C. and then 150 ml of water is slowly instilled. It is stirred for 30 minutes at 22° C. and then diluted with 1.5 liter of diethyl ether. It is shaken twice with water, twice with semiconcentrated sodium chloride solu... The reactants are CON(C(=O)C1=CN(C2=CC=CC=C2C1=O)CC1=NC(=CC=C1)Br)C (1-(6-bromo-pyridin-2-ylmethyl)-4-oxo-1,4-dihydro-quinoline-3-carboxylic acid methoxy-methyl-amide), white solid, ClC1=CC=C(C=C1)[Mg]Br (4-chlorophenylmagnesium bromide). Run in C1CCOC1 (THF). The product is BrC1=CC=CC(=N1)CN1C=C(C(C2=CC=CC=C12)=O)C(C1=CC=C(C=C1)Cl)=O (1-(6-Bromo-pyridin-2-ylmethyl)-3-(4-chloro-benzoyl)-1H-quinolin-4-one). Reaction SMILES: CON(C)[C:4]([C:6]1[C:15](=[O:16])[C:14]2[C:9](=[CH:10][CH:11]=[CH:12][CH:13]=2)[N:8]([CH2:17][C:18]2[CH:23]=[CH:22][CH:21]=[C:20]([Br:24])[N:19]=2)[CH:7]=1)=[O:5].[Cl:26][C:27]1[CH:32]=[CH:31][C:30]([Mg]Br)=[CH:29][CH:28]=1>C1COCC1>[Br:24][C:20]1[N:19]=[C:18]([CH2:17][N:8]2[C:9]3[C:14](=[CH:13][CH:12]=[CH:11][CH:10]=3)[C:15](=[O:16])[C:6]([C:4](=[O:5])[C:30]3[CH:31]=[CH:32][C:27]([Cl:26])=[CH:28][CH:29]=3)=[CH:7]2)[CH:23]=[CH:22][CH:21]=1. Procedure: Experimental conditions analogous to those described for Step 6 of Example 60 from 150 mg (0.37 mmol) of 1-(6-bromo-pyridin-2-ylmethyl)-4-oxo-1,4-dihydro-quinoline-3-carboxylic acid methoxy-methyl-amide in 3 mL THF and 0.82 mL 1M 4-chlorophenylmagnesium bromide. Yield: 73 mg of a white solid. LC-MSD, m/z for C22H14BrClN2O2 [M+H]+=453.0, 455.0; HPLC retention time: 2.6 min. The reactants are IC1=NNC2=CC=CC=C12 (3-iodoindazole), C(CCC)[Sn](C1=CC=C(O1)C1OCCO1)(CCCC)CCCC (2-(5-tributylstannyl-2-furanyl) -1, 3-dioxolane). Reagents/catalysts: C=1C=CC(=CC1)[P](C=2C=CC=CC2)(C=3C=CC=CC3)[Pd]([P](C=4C=CC=CC4)(C=5C=CC=CC5)C=6C=CC=CC6)([P](C=7C=CC=CC7)(C=8C=CC=CC8)C=9C=CC=CC9)[P](C=1C=CC=CC1)(C=1C=CC=CC1)C=1C=CC=CC1 (Pd(PPh3)4). Run in CN(C)C=O (DMF). Conditions: time 15 minute. Product: O1C(OCC1)C1=CC=C(O1)N1N=C2C=CC=CC2=C1 (2-(5-(1, 3-dioxolan-2-yl)furyl)indazole). Reaction SMILES: I[C:2]1[C:10]2[C:5](=[CH:6][CH:7]=[CH:8][CH:9]=2)[NH:4][N:3]=1.C([Sn](CCCC)(CCCC)[C:16]1[O:20][C:19]([CH:21]2[O:25][CH2:24][CH2:23][O:22]2)=[CH:18][CH:17]=1)CCC>CN(C=O)C.C1C=CC([P]([Pd]([P](C2C=CC=CC=2)(C2C=CC=CC=2)C2C=CC=CC=2)([P](C2C=CC=CC=2)(C2C=CC=CC=2)C2C=CC=CC=2)[P](C2C=CC=CC=2)(C2C=CC=CC=2)C2C=CC=CC=2)(C2C=CC=CC=2)C2C=CC=CC=2)=CC=1>[O:22]1[CH2:23][CH2:24][O:25][CH:21]1[C:19]1[O:20][C:16]([N:3]2[CH:2]=[C:10]3[C:5]([CH:6]=[CH:7][CH:8]=[CH:9]3)=[N:4]2)=[CH:17][CH:18]=1 |^1:42,44,63,82|. Procedure details: 10 g (41 mmol) of 3-iodoindazole (U. Wrzeciono et al., Pharmazie 1978, 34, 20) are dissolved in 125 ml of DMF under argon, 0.7 g of Pd(PPh3)4 is added and the mixture is stirred for 15 minutes. 19.4 g (43.9 mmol) of 2-(5-tributylstannyl-2-furanyl) -1, 3-dioxolane are added and the mixture is stirred at 100° C. for 2 hours. The solvent is evaporated off in vacuo and the residue is chromatographed over silica gel using toluene and toluene/ethyl acetate mixtures as the eluent. 10 g (90.3% of theory... The reactants are COc1ccc(C2=C(c3ccc(OCc4ccccc4)cc3)OC(C)(C)C2=O)cc1, CO, [H][H], [OH-], [OH-], [Pd+2]. Yields the product COc1ccc(C2=C(c3ccc(O)cc3)OC(C)(C)C2=O)cc1. RXN SMILES: [CH2:1]([c:2]1[cH:3][cH:4][cH:5][cH:6][cH:7]1)[O:8][c:9]1[cH:10][cH:11][c:12]([C:15]2=[C:16]([c:23]3[cH:24][cH:25][c:26]([O:29][CH3:30])[cH:27][cH:28]3)[C:17](=[O:22])[C:18]([CH3:20])([CH3:21])[O:19]2)[cH:13][cH:14]1.[CH3:33][OH:34].[H:31][H:32].[OH-:35].[OH-:36].[Pd+2:37]>>[OH:8][c:9]1[cH:10][cH:11][c:12]([C:15]2=[C:16]([c:23]3[cH:24][cH:25][c:26]([O:29][CH3:30])[cH:27][cH:28]3)[C:17](=[O:22])[C:18]([CH3:20])([CH3:21])[O:19]2)[cH:13][cH:14]1. Reactants: O=C([O-])[O-], CNS(=O)(=O)c1ccc(O)c(C(=O)OC)c1, CC(C)=O, O=S(=O)(OCC(F)(F)F)C(F)(F)F, [K+], [K+]. Product: CNS(=O)(=O)c1ccc(OCC(F)(F)F)c(C(=O)OC)c1. As a reaction SMILES: [C:17](=[O:18])([O-:19])[O-:20].[CH3:1][O:2][C:3]([c:4]1[c:5]([OH:15])[cH:6][cH:7][c:8]([S:10]([NH:11][CH3:12])(=[O:13])=[O:14])[cH:9]1)=[O:16].[CH3:36][C:37](=[O:38])[CH3:39].[F:23][C:24]([F:25])([F:26])[S:27]([O:28][CH2:29][C:30]([F:31])([F:32])[F:33])(=[O:34])=[O:35].[K+:21].[K+:22]>>[CH3:1][O:2][C:3]([c:4]1[c:5]([O:15][CH2:29][C:30]([F:31])([F:32])[F:33])[cH:6][cH:7][c:8]([S:10]([NH:11][CH3:12])(=[O:13])=[O:14])[cH:9]1)=[O:16]. The reactants are FC(C1=CC=C(C=C1)P(C1=CC=C(C=C1)C(F)(F)F)C1=CC=C(C=C1)C(F)(F)F)(F)F (tris(4-trifluoromethylphenyl)phosphine), CI (methyl iodide). Yields the product [I-].C[P+](C1=CC=C(C=C1)C(F)(F)F)(C1=CC=C(C=C1)C(F)(F)F)C1=CC=C(C=C1)C(F)(F)F (methyltris(4-trifluoromethylphenyl)phosphonium iodide). Isolated yield 89.4%. Reaction SMILES: [F:1][C:2]([F:31])([F:30])[C:3]1[CH:8]=[CH:7][C:6]([P:9]([C:20]2[CH:25]=[CH:24][C:23]([C:26]([F:29])([F:28])[F:27])=[CH:22][CH:21]=2)[C:10]2[CH:15]=[CH:14][C:13]([C:16]([F:19])([F:18])[F:17])=[CH:12][CH:11]=2)=[CH:5][CH:4]=1.[CH3:32][I:33]>>[I-:33].[CH3:32][P+:9]([C:6]1[CH:5]=[CH:4][C:3]([C:2]([F:1])([F:30])[F:31])=[CH:8][CH:7]=1)([C:20]1[CH:25]=[CH:24][C:23]([C:26]([F:29])([F:27])[F:28])=[CH:22][CH:21]=1)[C:10]1[CH:15]=[CH:14][C:13]([C:16]([F:18])([F:19])[F:17])=[CH:12][CH:11]=1 |f:2.3|. Reported procedure: Starting from 5.01 g (10.7 mmol) of tris(4-trifluoromethylphenyl)phosphine and 3.22 g (22.7 mmol, 2.11 eq) of methyl iodide, 5.82 g (9.57 mmol, 89.4%) of methyltris(4-trifluoromethylphenyl)phosphonium iodide was obtained: mp>250°. Reactants: OCCSC=1C=CC=2N(N1)C=CN2 (6-(2-hydroxyethylthio)imidazo[1,2-b]pyridazine), ClCC(=O)N=C=O (chloroacetyl isocyanate). Reagents/catalysts: C(C)N(CC)CC (triethylamine). Solvent: ClCCl (dichloromethane), CN(C=O)C (dimethylformamide). Conditions: temperature -20 celsius. Yields the product ClCC(=O)NC(=O)OCCSC=1C=CC=2N(N1)C=CN2 (6-[2-(N-chloroacetylcarbamoyloxy)ethylthio]imidazo[1,2-b]pyridazine). Reaction SMILES: [OH:1][CH2:2][CH2:3][S:4][C:5]1[CH:6]=[CH:7][C:8]2[N:9]([CH:11]=[CH:12][N:13]=2)[N:10]=1.[Cl:14][CH2:15][C:16]([N:18]=[C:19]=[O:20])=[O:17]>ClCCl.CN(C)C=O.C(N(CC)CC)C>[Cl:14][CH2:15][C:16]([NH:18][C:19]([O:1][CH2:2][CH2:3][S:4][C:5]1[CH:6]=[CH:7][C:8]2[N:9]([CH:11]=[CH:12][N:13]=2)[N:10]=1)=[O:20])=[O:17]. Reported procedure: In a mixture of 30 ml of dichloromethane and 10 ml of dimethylformamide is dissolved 500 mg of 6-(2-hydroxyethylthio)imidazo[1,2-b]pyridazine, followed by addition of 2 drops of triethylamine. Then, with stirring and cooling at -20° C., 490 mg of chloroacetyl isocyanate is added dropwise. Thereafter, the mixture is stirred at -20° to -10° C. for 1 hour. The dichloromethane is distilled off under reduced pressure and the residual solution is subjected to silica gel (100 g) column chromatography, ...